From a dataset of the Open Reaction Database (ORD), a public repository of structured organic reaction records. describe an organic reaction: reactants, conditions, products, and yield Starting materials: CCCSc1ncc(CC(=O)O)n1Cc1ccccc1Cl, CC(C)C[Al+]CC(C)C, Cc1ccccc1, [H-], C1CCOC1. The product is CCCSc1ncc(CO)n1Cc1ccccc1Cl. Reaction SMILES: [C:1]([OH:2])(=[O:3])[CH2:4][c:5]1[cH:6][n:7][c:8]([S:18][CH2:19][CH2:20][CH3:21])[n:9]1[CH2:10][c:11]1[c:12]([Cl:17])[cH:13][cH:14][cH:15][cH:16]1.[CH2:23]([Al+:24][CH2:25][CH:26]([CH3:27])[CH3:28])[CH:29]([CH3:30])[CH3:31].[CH3:37][c:38]1[cH:39][cH:40][cH:41][cH:42][cH:43]1.[H-:22].[O:32]1[CH2:33][CH2:34][CH2:35][CH2:36]1>>[CH2:4]([c:5]1[cH:6][n:7][c:8]([S:18][CH2:19][CH2:20][CH3:21])[n:9]1[CH2:10][c:11]1[c:12]([Cl:17])[cH:13][cH:14][cH:15][cH:16]1)[OH:32]. Starting materials: COc1cc2ncc(NC(=O)OC(C)(C)C)c(Cl)c2cc1OC, CC[SiH](CC)CC, O=C(O)C(F)(F)F. Yields the product COc1cc2ncc(N)c(Cl)c2cc1OC. As a reaction SMILES: [C:1]([O:2][C:3]([CH3:4])([CH3:5])[CH3:6])(=[O:7])[NH:8][c:9]1[cH:10][n:11][c:12]2[cH:13][c:14]([O:22][CH3:23])[c:15]([O:20][CH3:21])[cH:16][c:17]2[c:18]1[Cl:19].[CH2:24]([SiH:25]([CH2:26][CH3:27])[CH2:28][CH3:29])[CH3:30].[OH:31][C:32]([C:33]([F:34])([F:35])[F:36])=[O:37]>>[NH2:8][c:9]1[cH:10][n:11][c:12]2[cH:13][c:14]([O:22][CH3:23])[c:15]([O:20][CH3:21])[cH:16][c:17]2[c:18]1[Cl:19]. Product: COC=1C=C2C=3CC(COC3C=NC2=CC1)CN1CCC(CC1)CNC(=O)C=1C=CC2=C(NC(CS2)=O)C1 (3-oxo-3,4-dihydro-2H-benzo[1,4]thiazine-6-carboxylic acid [1-(6-methoxy-3,4-dihydro-2H-1-oxa-9-aza-phenanthren-3-ylmethyl)-piperidin-4-ylmethyl]-amide). Procedure details: The titled compound is prepared as an off-white lyophilized powder following Scheme 1 and in analogy to Example 1 using 3-bromomethyl-6-methoxy-3,4-dihydro-2H-1-oxa-9-aza-phenanthrene, 4-aminomethyl-piperidine-1-carboxylic acid tert-butyl ester and 3-oxo-3,4-dihydro-2H-benzo[1,4]thiazine-6-carboxylic acid as starting material. Reaction SMILES: Br[CH2:2][CH:3]1[CH2:16][C:15]2[C:14]3[C:9](=[CH:10][CH:11]=[C:12]([O:17][CH3:18])[CH:13]=3)[N:8]=[CH:7][C:6]=2[O:5][CH2:4]1.C(OC([N:26]1[CH2:31][CH2:30][CH:29]([CH2:32][NH2:33])[CH2:28][CH2:27]1)=O)(C)(C)C.[O:34]=[C:35]1[NH:40][C:39]2[CH:41]=[C:42]([C:45](O)=[O:46])[CH:43]=[CH:44][C:38]=2[S:37][CH2:36]1>>[CH3:18][O:17][C:12]1[CH:13]=[C:14]2[C:9](=[CH:10][CH:11]=1)[N:8]=[CH:7][C:6]1[O:5][CH2:4][CH:3]([CH2:2][N:26]3[CH2:27][CH2:28][CH:29]([CH2:32][NH:33][C:45]([C:42]4[CH:43]=[CH:44][C:38]5[S:37][CH2:36][C:35](=[O:34])[NH:40][C:39]=5[CH:41]=4)=[O:46])[CH2:30][CH2:31]3)[CH2:16][C:15]2=1. Starting materials: BrCC1COC=2C=NC3=CC=C(C=C3C2C1)OC (3-bromomethyl-6-methoxy-3,4-dihydro-2H-1-oxa-9-aza-phenanthrene), C(C)(C)(C)OC(=O)N1CCC(CC1)CN (4-aminomethyl-piperidine-1-carboxylic acid tert-butyl ester), O=C1CSC2=C(N1)C=C(C=C2)C(=O)O (3-oxo-3,4-dihydro-2H-benzo[1,4]thiazine-6-carboxylic acid). The reactants are CC1=C(C(=O)NC2=NON=C2C)C=CC(=C1S(=O)(=O)C)C(F)(F)F (2-methyl-N-(4-methyl-1,2,5-oxadiazol-3-yl)-3-(methylsulfonyl)-4-(trifluoromethyl)benzamide), C(C=C)Br (allyl bromide), C([O-])([O-])=O.[K+].[K+] (potassium carbonate). Solvent: O (water), CN(C=O)C (N,N-dimethylformamide). Reaction conditions: temperature 80 celsius, time 8 hour. The product is C(C=C)N(C(C1=C(C(=C(C=C1)C(F)(F)F)S(=O)(=O)C)C)=O)C1=NON=C1C (N-allyl-2-methyl-N-(4-methyl-1,2,5-oxadiazol-3-yl)-3-(methylsulfonyl)-4-(trifluoromethyl)benzamide). As a reaction SMILES: [CH3:1][C:2]1[C:16]([S:17]([CH3:20])(=[O:19])=[O:18])=[C:15]([C:21]([F:24])([F:23])[F:22])[CH:14]=[CH:13][C:3]=1[C:4]([NH:6][C:7]1[C:11]([CH3:12])=[N:10][O:9][N:8]=1)=[O:5].[CH2:25](Br)[CH:26]=[CH2:27].C(=O)([O-])[O-].[K+].[K+]>CN(C)C=O.O>[CH2:27]([N:6]([C:7]1[C:11]([CH3:12])=[N:10][O:9][N:8]=1)[C:4](=[O:5])[C:3]1[CH:13]=[CH:14][C:15]([C:21]([F:24])([F:23])[F:22])=[C:16]([S:17]([CH3:20])(=[O:19])=[O:18])[C:2]=1[CH3:1])[CH:26]=[CH2:25] |f:2.3.4|. Reported procedure: 150 mg (0.413 mmol) of 2-methyl-N-(4-methyl-1,2,5-oxadiazol-3-yl)-3-(methylsulfonyl)-4-(trifluoromethyl)benzamide and 50 mg (0.413 mmol) of allyl bromide are dissolved in 5 ml of N,N-dimethylformamide, and 0.057 mg (0.413 mmol) of potassium carbonate is added. The reaction mixture is stirred at 80° C. for 8 h and taken up in 5 ml of water and extracted twice with 10 ml each time of dichloromethane. The organic phase is dried over Na2SO4 and concentrated. The residue is purified by means of prepa... Reported procedure: To a solution of 6-mercaptonicotinic acid (0.85 g, 5.48 mmol) in 50 mL of DMF was added 4-fluoroaniline (1.0 mL, 11.0 mmol) and 2-ethyoxy-1-ethoxycarbonyl-1,2-dihydroquinoline (EEDQ, 1.6 g, 6.6 mmol). The mixture was stirred for 30 minutes and the volatiles removed in vacuo. The resulting residue was diluted with ethyl acetate to yield a light tan solid that was isolated by vacuum filtration to give 0.63 g (47%) of the titled compound: 1H NMR (300 MHz, DMSO-d6) δ 10.20 (s, 1H), 8.28 (m, 1H), 7.8... Run at time 30 minute. Yield: 46.3%. RXN SMILES: [SH:1][C:2]1[CH:10]=[CH:9][C:5]([C:6]([OH:8])=O)=[CH:4][N:3]=1.[F:11][C:12]1[CH:18]=[CH:17][C:15]([NH2:16])=[CH:14][CH:13]=1.C(OC1C=CC2C(=CC=CC=2)N1C(OCC)=O)C>CN(C=O)C>[F:11][C:12]1[CH:18]=[CH:17][C:15]([NH:16][C:6](=[O:8])[C:5]2[CH:9]=[CH:10][C:2]([SH:1])=[N:3][CH:4]=2)=[CH:14][CH:13]=1. The reactants are SC1=NC=C(C(=O)O)C=C1 (6-mercaptonicotinic acid), FC1=CC=C(N)C=C1 (4-fluoroaniline), C(C)OC1N(C2=CC=CC=C2C=C1)C(=O)OCC (2-ethyoxy-1-ethoxycarbonyl-1,2-dihydroquinoline). The product is FC1=CC=C(C=C1)NC(C1=CN=C(C=C1)S)=O (N-(4-Fluorophenyl)-6-Mercaptonicotinamide). Run in CN(C)C=O (DMF). Reactants: C1C([C@@H](C(O1)C(CO)O)O)O (sorbitan), C([C@@H](O)[C@@H](O)[C@H](O)[C@H](O)CO)O (mannitol). Yields the product OC[C@H](O)[C@@H](O)[C@H](O)[C@H](O)CO (sorbitol). As a reaction SMILES: C1OC(C(O)CO)[C@@H](O)C1O.[CH2:12]([OH:23])[C@H:13]([C@H:15]([C@@H:17]([C@@H:19]([CH2:21][OH:22])[OH:20])[OH:18])[OH:16])[OH:14]>>[OH:22][CH2:21][C@@H:19]([C@H:17]([C@@H:15]([C@@H:13]([CH2:12][OH:23])[OH:14])[OH:16])[OH:18])[OH:20]. Procedure: sorbitan; mannitol; and mannitan